Dataset: the Open Reaction Database (ORD), a public repository of structured organic reaction records. Task: describe an organic reaction: reactants, conditions, products, and yield Starting materials: CCOC(C)=O, CO, CN(CCCc1ccc(Cl)cc1)c1nc(NCCc2ccc(O)cc2)nc(N2CCNCC2)n1, ClCc1cccnc1, ClCCl, Cl. Product: CN(CCCc1ccc(Cl)cc1)c1nc(NCCc2ccc(O)cc2)nc(N2CCN(Cc3cccnc3)CC2)n1. As a reaction SMILES: [CH3:47][CH2:48][O:49][C:50]([CH3:51])=[O:52].[CH3:53][OH:54].[Cl:1][c:2]1[cH:3][cH:4][c:5]([CH2:8][CH2:9][CH2:10][N:11]([c:12]2[n:13][c:14]([NH:24][CH2:25][CH2:26][c:27]3[cH:28][cH:29][c:30]([OH:33])[cH:31][cH:32]3)[n:15][c:16]([N:18]3[CH2:19][CH2:20][NH:21][CH2:22][CH2:23]3)[n:17]2)[CH3:34])[cH:6][cH:7]1.[Cl:36][CH2:37][c:38]1[cH:39][n:40][cH:41][cH:42][cH:43]1.[Cl:44][CH2:45][Cl:46].[ClH:35]>>[Cl:1][c:2]1[cH:3][cH:4][c:5]([CH2:8][CH2:9][CH2:10][N:11]([c:12]2[n:13][c:14]([NH:24][CH2:25][CH2:26][c:27]3[cH:28][cH:29][c:30]([OH:33])[cH:31][cH:32]3)[n:15][c:16]([N:18]3[CH2:19][CH2:20][N:21]([CH2:37][c:38]4[cH:39][n:40][cH:41][cH:42][cH:43]4)[CH2:22][CH2:23]3)[n:17]2)[CH3:34])[cH:6][cH:7]1. Reactants: OC(CN)C1=CC=CC=C1 (2-Hydroxy-2-phenylethanamine), C(=O)(OCC1=CC=CC=C1)C1=CC=C(C=C1)CC(C)=O (1-(4-carbobenzyloxyphenyl)propan-2-one). The solvent is C1=CC=CC=C1 (benzene). Reaction conditions: time 8 hour. Product: C(=O)(O)C1=CC=C(C=C1)CC(C)NCC(C1=CC=CC=C1)O (N-[2-(4-Carboxyphenyl)-1-methylethyl]-2-hydroxy-2-phenylethanamine), benzyl ester. RXN SMILES: [OH:1][CH:2]([C:5]1[CH:10]=[CH:9][CH:8]=[CH:7][CH:6]=1)[CH2:3][NH2:4].[C:11]([C:21]1[CH:26]=[CH:25][C:24]([CH2:27][C:28](=O)[CH3:29])=[CH:23][CH:22]=1)([O:13]CC1C=CC=CC=1)=[O:12]>C1C=CC=CC=1>[C:11]([C:21]1[CH:26]=[CH:25][C:24]([CH2:27][CH:28]([NH:4][CH2:3][CH:2]([OH:1])[C:5]2[CH:10]=[CH:9][CH:8]=[CH:7][CH:6]=2)[CH3:29])=[CH:23][CH:22]=1)([OH:13])=[O:12]. Reported procedure: 2-Hydroxy-2-phenylethanamine (0.68 g) and 1-(4-carbobenzyloxyphenyl)propan-2-one (1.34 g) were refluxed in benzene (50 ml) in a Dean and Stark apparatus for 2 hours. The solvent was removed, tetrahydrofuran (50 ml), benzene (10 ml) and water (3 ml) were added followed by sodium borohydride (0.9 g). The reaction mixture was left at room temperature overnight. The solvent was removed under reduced pressure and the residue partitioned between water and ether. The layers were separated and the organ...